describe an organic reaction: reactants, conditions, products, and yield From a dataset of the Open Reaction Database (ORD), a public repository of structured organic reaction records. Starting materials: CCOC(=O)CCc1cn(C)c2c(-c3noc(-c4ccc(OC(C)C)c(C#N)c4)n3)ccc(F)c12, CC(C)O, Cl, [Na+], C1CCOC1, [OH-], O. Product: CC(C)Oc1ccc(-c2nc(-c3ccc(F)c4c(CCC(=O)O)cn(C)c34)no2)cc1C#N. As a reaction SMILES: [C:1](#[N:2])[c:3]1[cH:4][c:5](-[c:13]2[n:14][c:15](-[c:18]3[cH:19][cH:20][c:21]([F:35])[c:22]4[c:23]([CH2:28][CH2:29][C:30](=[O:31])[O:32][CH2:33][CH3:34])[cH:24][n:25]([CH3:27])[c:26]34)[n:16][o:17]2)[cH:6][cH:7][c:8]1[O:9][CH:10]([CH3:11])[CH3:12].[CH:44]([OH:45])([CH3:46])[CH3:47].[ClH:38].[Na+:37].[O:39]1[CH2:40][CH2:41][CH2:42][CH2:43]1.[OH-:36].[OH2:48]>>[C:1](#[N:2])[c:3]1[cH:4][c:5](-[c:13]2[n:14][c:15](-[c:18]3[cH:19][cH:20][c:21]([F:35])[c:22]4[c:23]([CH2:28][CH2:29][C:30](=[O:31])[OH:32])[cH:24][n:25]([CH3:27])[c:26]34)[n:16][o:17]2)[cH:6][cH:7][c:8]1[O:9][CH:10]([CH3:11])[CH3:12].